Task: describe an organic reaction: reactants, conditions, products, and yield. Dataset: the Open Reaction Database (ORD), a public repository of structured organic reaction records Starting materials: [Mg] (magnesium), ClC1=CC=C(CCBr)C=C1 (4-chlorophenethyl bromide), C(C=C)Br (allyl bromide), ice. Run in CCOCC (ether), CCOCC (ether). Reaction conditions: time 8 hour. Yields the product ClC1=CC=C(C=C1)CCCC=C (5-(4-chlorophenyl)pent-1-ene). The yield is 74.6%. Reaction SMILES: [Mg].[Cl:2][C:3]1[CH:11]=[CH:10][C:6]([CH2:7][CH2:8]Br)=[CH:5][CH:4]=1.[CH2:12](Br)[CH:13]=[CH2:14]>CCOCC>[Cl:2][C:3]1[CH:11]=[CH:10][C:6]([CH2:7][CH2:8][CH2:14][CH:13]=[CH2:12])=[CH:5][CH:4]=1. Procedure details: To a flame-dried flask containing 7.75 g of magnesium turnings under ether was added 4-chlorophenethyl bromide (70 g) in anhydrous ether (250 mL) at such a rate as to maintain a gentle reflux. When the addition was complete, the mixture was heated under reflux for an additional hour and then treated dropwise over one hour with allyl bromide (27.6 mL, 38.6 g) in ether (75 mL) maintaining a gentle reflux. The resulting mixture was stirred overnight at room temperature and then poured onto 600 mL o...